Task: describe an organic reaction: reactants, conditions, products, and yield. Dataset: the Open Reaction Database (ORD), a public repository of structured organic reaction records The reactants are CCOC(=O)C (EtOAc), ClC=1C=2N(N=CC1C1=CC=C(C=C1)Cl)C(NN2)=O (8-chloro-7-(4-chlorophenyl)-[1,2,4]triazolo[4,3-b]pyridazin-3(2H)-one), FC(C1=CC=C(CBr)C=C1)(F)F (4-(trifluoromethyl)benzyl bromide), C(=O)([O-])[O-].[K+].[K+] (K2CO3). Run in CN(C)C=O (DMF). Reaction conditions: temperature 55 celsius, time 2 hour. The product is FC(C1=CC=C(CN2N=C3N(N=CC(=C3Cl)C3=CC=C(C=C3)Cl)C2=O)C=C1)(F)F (2-(4-(trifluoromethyl)benzyl)-8-chloro-7-(4-chlorophenyl)-[1,2,4]triazolo[4,3-b]pyridazin-3(2H)-one). Yield: 74.0%. RXN SMILES: [Cl:1][C:2]1[C:3]2[N:4]([C:15](=[O:18])[NH:16][N:17]=2)[N:5]=[CH:6][C:7]=1[C:8]1[CH:13]=[CH:12][C:11]([Cl:14])=[CH:10][CH:9]=1.[F:19][C:20]([F:30])([F:29])[C:21]1[CH:28]=[CH:27][C:24]([CH2:25]Br)=[CH:23][CH:22]=1.C([O-])([O-])=O.[K+].[K+].CCOC(C)=O>CN(C=O)C>[F:19][C:20]([F:29])([F:30])[C:21]1[CH:28]=[CH:27][C:24]([CH2:25][N:16]2[C:15](=[O:18])[N:4]3[N:5]=[CH:6][C:7]([C:8]4[CH:13]=[CH:12][C:11]([Cl:14])=[CH:10][CH:9]=4)=[C:2]([Cl:1])[C:3]3=[N:17]2)=[CH:23][CH:22]=1 |f:2.3.4|. Reported procedure: To a stirring suspension of 8-chloro-7-(4-chlorophenyl)-[1,2,4]triazolo[4,3-b]pyridazin-3(2H)-one (1.12 g, 4.0 mmol) and 4-(trifluoromethyl)benzyl bromide (1.24 g, 5.2 mmol) in DMF (15 mL) at RT under argon was added K2CO3 (0.83 g, 5.2 mmol). The resulting mixture was heated at 55° C. for 2 h. After 2 h, HPLC/MS analysis indicated the reaction was complete. The reaction mixture was cooled to RT and EtOAc (100 mL) was added. The resulting mixture was washed with saturated NaCl (50 mL×2). The orga... The reactants are CCOC(=O)C1CCC(C(=O)OCC)S1, CCOCC, CCO, Cl, [K+], [OH-], O. The product is CCOC(=O)C1CCC(C(=O)O)S1. RXN SMILES: [CH2:1]([CH3:2])[O:3][C:4](=[O:5])[CH:6]1[S:7][CH:8]([C:11](=[O:12])[O:13][CH2:14][CH3:15])[CH2:9][CH2:10]1.[CH3:18][CH2:19][O:20][CH2:21][CH3:22].[CH3:24][CH2:25][OH:26].[ClH:23].[K+:17].[OH-:16].[OH2:27]>>[CH2:1]([CH3:2])[O:3][C:4](=[O:5])[CH:6]1[S:7][CH:8]([C:11](=[O:12])[OH:13])[CH2:9][CH2:10]1. Reactants: FC1=CC=C(C=C1)C1=C2C(=NC(=C1CO)C(C)C)NC=C2 (4-(4-Fluorophenyl)-5-hydroxymethyl-6 -isopropyl-1H-pyrrolo(2,3-b)pyridine), [Cr](=O)(=O)([O-])Cl.[NH+]1=CC=CC=C1 (pyridinium chlorochromate). Solvent: ClCCl (dichloromethane). Conditions: time 1 hour. Yields the product FC1=CC=C(C=C1)C1=C2C(=NC(=C1C=O)C(C)C)NC=C2 (4-(4-Fluorophenyl)-5-formyl-6-isopropyl-1H-pyrrolo-[2,3-b]pyridine). RXN SMILES: [F:1][C:2]1[CH:7]=[CH:6][C:5]([C:8]2[C:13]([CH2:14][OH:15])=[C:12]([CH:16]([CH3:18])[CH3:17])[N:11]=[C:10]3[NH:19][CH:20]=[CH:21][C:9]=23)=[CH:4][CH:3]=1.[Cr](Cl)([O-])(=O)=O.[NH+]1C=CC=CC=1>ClCCl>[F:1][C:2]1[CH:7]=[CH:6][C:5]([C:8]2[C:13]([CH:14]=[O:15])=[C:12]([CH:16]([CH3:18])[CH3:17])[N:11]=[C:10]3[NH:19][CH:20]=[CH:21][C:9]=23)=[CH:4][CH:3]=1 |f:1.2|. Procedure: 23.9 g (84 mmol) of the compound from Example VII are suspended in 1.6 1 of dichloromethane, 17.1 g of neutral alumina and 36.1 g (168 mmol) of pyridinium chlorochromate are added and the mixture is stirred at room temperature for 1 h. The suspension is filtered through 1.2 kg of silica gel (230-400 mesh) in a glass suction filter and washed without sucking dry using petroleum ether/ethyl acetate 3:2. The eluate is concentrated to dryness in vacuo and the residue which remains is stirred thoroug... The reactants are OC1C(C2=C(OC1)C=CS2)NC(C2=CC=C(C=C2)C(F)(F)F)=O (5,6-dihydro-6-hydroxy-7-(4-trifluoromethylbenzamido)-7H-thieno[3,2-b]pyran), [N+](=O)(O)[O-] (nitric acid), [K+].[Br-] (KBr). Solvent: C(C)(=O)O (acetic acid). Yields the product OC1C(C2=C(OC1)C=C(S2)[N+](=O)[O-])NC(C2=CC=C(C=C2)C(F)(F)F)=O (5,6-Dihydro-6-hydroxy-2-nitro-7-(4-trifluoromethylbenzamido)-7H-thieno[3,2-b]pyran). RXN SMILES: [OH:1][CH:2]1[CH2:7][O:6][C:5]2[CH:8]=[CH:9][S:10][C:4]=2[CH:3]1[NH:11][C:12](=[O:23])[C:13]1[CH:18]=[CH:17][C:16]([C:19]([F:22])([F:21])[F:20])=[CH:15][CH:14]=1.[N+:24]([O-])([OH:26])=[O:25].[K+].[Br-]>C(O)(=O)C>[OH:1][CH:2]1[CH2:7][O:6][C:5]2[CH:8]=[C:9]([N+:24]([O-:26])=[O:25])[S:10][C:4]=2[CH:3]1[NH:11][C:12](=[O:23])[C:13]1[CH:14]=[CH:15][C:16]([C:19]([F:22])([F:20])[F:21])=[CH:17][CH:18]=1 |f:2.3|. Procedure details: The title compound was prepared as described in Example 9 starting with 5,6-dihydro-6-hydroxy-7-(4-trifluoromethylbenzamido)-7H-thieno[3,2-b]pyran (1.5 g, 4.04 mmol) and 90% nitric acid (2.5 mL) in acetic acid (20 mL) to give a yellow solid, 0.165 g (10%): mp 219°-220° C.; IR (KBr): 3310, 1661, 1538 and 1504 cm-1 ; MS: m/z 417 (MH+); 1H NMR (DMSO-d6): δ 1.26 (s, 3H), 1.45 (s, 3H), 3.92 (m, 1H, simplifies to d, J=8.9 Hz, with D2O), 4.98 (m, 1H, simplifies to d, J=8.9 Hz, with D2O), 5.99 (d, 1H, e... Reactants: S-methyl-2-thiophenethiocarboximide hydroiodide, Cl.Cl.C1OCCN2CC=3C=C(C=CC3CC21)N (3,4,5,6,11,11a-hexahydro-1H-[1,4]oxazino[4,3-b]isoquinolin-8-amine dihydrochloride), CS(=O)C (methyl sulfoxide), N1=CC=CC=C1 (pyridine). Run in O (water). Conditions: temperature 50 celsius, time 4 hour. Yields the product C1OCCN2CC=3C=C(C=CC3CC21)NC(=N)C=2SC=CC2 (N-(3,4,5,6,11,11a-Hexahydro-1H-[1,4]oxazino[4,3-b]isoquinolin-8-yl)-2-thiophenecarboximidamide). Reaction SMILES: Cl.Cl.[CH2:3]1[CH:16]2[N:7]([CH2:8][C:9]3[CH:10]=[C:11]([NH2:17])[CH:12]=[CH:13][C:14]=3[CH2:15]2)[CH2:6][CH2:5][O:4]1.C[S:19](C)=O.[N:22]1[CH:27]=[CH:26][CH:25]=[CH:24][CH:23]=1>O>[CH2:3]1[CH:16]2[N:7]([CH2:8][C:9]3[CH:10]=[C:11]([NH:17][C:23]([C:24]4[S:19][CH:27]=[CH:26][CH:25]=4)=[NH:22])[CH:12]=[CH:13][C:14]=3[CH2:15]2)[CH2:6][CH2:5][O:4]1 |f:0.1.2|. Procedure details: To a stirred mixture of 3,4,5,6,11,11a-hexahydro-1H-[1,4]oxazino[4,3-b]isoquinolin-8-amine dihydrochloride (0.461 g, 1.66 mmol) and methyl sulfoxide (5 ml) was added pyridine (0.28 ml) followed by S-methyl-2-thiophenethiocarboximide hydroiodide (0.612 g). The mixture was heated at 50° C., with stirring, for 4 h. The reaction mixture was then poured into water (50 ml) and after stirring for 1 hour, the mixture was clarified by filtration. The filtrate was basified with concentrated ammonium hydro... Starting materials: ClC1=CC2=C(NC(CC(=N2)C2=CC=C(C=C2)N2C(=NC=3C=NC=CC32)C)=S)C=C1Cl (7,8-dichloro-2,3-dihydro-4-[4-(2-methylimidazo[4,5-c]pyrid-1-yl)phenyl]-1H-[1,5]benzodiazepin-2-thione), COC(CN)OC (aminoacetaldehyde dimethyl acetal), mercuric oxide. Solvent: C(CCC)O (n-butanol), CO (methanol), CCCCC (pentane). Yields the product ClC1=CC2=C(N=C(CC(=N2)C2=CC=C(C=C2)N2C(=NC=3C=NC=CC32)C)NCC(OC)OC)C=C1Cl (7,8-Dichloro-2-(2,2-dimethoxyethylamino)-4-[4-(2-methylimidazo[4,5-c]pyrid-1-yl)phenyl]-3H[1,5]benzodiazepine). Reaction SMILES: [Cl:1][C:2]1[C:29]([Cl:30])=[CH:28][C:5]2[NH:6][C:7](=S)[CH2:8][C:9]([C:11]3[CH:16]=[CH:15][C:14]([N:17]4[C:25]5[CH:24]=[CH:23][N:22]=[CH:21][C:20]=5[N:19]=[C:18]4[CH3:26])=[CH:13][CH:12]=3)=[N:10][C:4]=2[CH:3]=1.[CH3:31][O:32][CH:33]([O:36][CH3:37])[CH2:34][NH2:35]>C(O)CCC.CO.CCCCC>[Cl:1][C:2]1[C:29]([Cl:30])=[CH:28][C:5]2[N:6]=[C:7]([NH:35][CH2:34][CH:33]([O:36][CH3:37])[O:32][CH3:31])[CH2:8][C:9]([C:11]3[CH:16]=[CH:15][C:14]([N:17]4[C:25]5[CH:24]=[CH:23][N:22]=[CH:21][C:20]=5[N:19]=[C:18]4[CH3:26])=[CH:13][CH:12]=3)=[N:10][C:4]=2[CH:3]=1. Procedure: A mixture 7,8-dichloro-2,3-dihydro-4-[4-(2-methylimidazo[4,5-c]pyrid-1-yl)phenyl]-1H-[1,5]benzodiazepin-2-thione (1.36 g, 3.0 mmol), aminoacetaldehyde dimethyl acetal (630 mg, 6.0 mmol) and red mercuric oxide (650 mg, 3.0 mmol) in n-butanol (15 ml) was heated at reflux for 2.5 hours. The mixture was cooled, diluted with methanol (50 ml) and filtered through Hyflo filter aid. The solvents were removed under reduced pressure to give a foam, which was suspended in pentane and sonicated for 5 minute...